From a dataset of the Open Reaction Database (ORD), a public repository of structured organic reaction records. describe an organic reaction: reactants, conditions, products, and yield The reactants are COC(C=1C(NC(CSCCCCC2=CC=CC=C2)=O)=CC(=CC1)Cl)=O (4-chloro-N-(4-phenylbutylthio)acetyl-anthranilic acid methyl ester), hydrochloric acid ice, solution, C[Si](C)(C)[N-][Si](C)(C)C.[Na+] (sodium bis-trimethylsilylamide). Solvent: O1CCCC1 (tetrahydrofuran). Run at time 30 minute. Yields the product ClC1=CC=C2C(=C(C(NC2=C1)=O)SCCCCC1=CC=CC=C1)O (7-chloro-3-(4-phenylbutylthio)-4-hydroxy-2(1H)-quinolone). As a reaction SMILES: C[O:2][C:3](=O)[C:4]1[C:5](=[CH:21][C:22]([Cl:25])=[CH:23][CH:24]=1)[NH:6][C:7](=[O:20])[CH2:8][S:9][CH2:10][CH2:11][CH2:12][CH2:13][C:14]1[CH:19]=[CH:18][CH:17]=[CH:16][CH:15]=1.C[Si]([N-][Si](C)(C)C)(C)C.[Na+]>O1CCCC1>[Cl:25][C:22]1[CH:21]=[C:5]2[C:4]([C:3]([OH:2])=[C:8]([S:9][CH2:10][CH2:11][CH2:12][CH2:13][C:14]3[CH:19]=[CH:18][CH:17]=[CH:16][CH:15]=3)[C:7](=[O:20])[NH:6]2)=[CH:24][CH:23]=1 |f:1.2|. Reported procedure: 6.3 g (16.12 mmol) of 4-chloro-N-(4-phenylbutylthio)acetyl-anthranilic acid methyl ester are placed in 60 ml of tetrahydrofuran at 0°, and 48.3 ml of a 1-molar solution of sodium bis-trimethylsilylamide are added dropwise thereto. The mixture is then stirred for 30 minutes at room temperature. The reaction mixture is poured into 200 ml of 2N hydrochloric acid/ice and the resulting white suspension is filtered with suction and the colourless crystals are dried under a high vacuum at 60°. 7-chloro... Conditions: time 24 hour. Reactants: C(=O)(O)[O-].[Na+] (NaHCO3), N1(CCNCC1)[C@@H]1CC[C@H](CC1)N1C(NC2=C1C=CC=C2)=O (trans-1,3-dihydro-1-{4-(1-piperazinyl)-1-cyclohexyl}-2H-benzimidazol-2-one), N1=CC(=CC=C1)C=O (3-pyridinecarboxaldehyde), C(C)(=O)O[BH-](OC(C)=O)OC(C)=O.[Na+] (sodium triacetoxyborohydride). Reported procedure: A mixture of 0.10 g of trans-1,3-dihydro-1-{4-(1-piperazinyl)-1-cyclohexyl}-2H-benzimidazol-2-one, 0.037 mL of 3-pyridinecarboxaldehyde, 15 mL of 1,2-dichloroethane, 0.10 mL of glacial acetic acid and 0.11 g of sodium triacetoxyborohydride was stirred at room temperature for 24 h. The reaction mixture was poured into 10 mL dichloromethane and 10 mL saturated aqueous NaHCO3 and the layers separated. The aqueous layer was extracted with 2×10 mL of dichloromethane and the combined organic layers dr... Run in ClCCl (dichloromethane), C(C)(=O)O (acetic acid), ClCCCl (1,2-dichloroethane). The product is NH4 OH, N1=CC(=CC=C1)CN1CCN(CC1)[C@@H]1CC[C@H](CC1)N1C(NC2=C1C=CC=C2)=O (trans-1,3-dihydro-1-{4-[4-(3-pyridinylmethyl)piperazin-1-yl]-1-cyclohexyl}-2H-benzimidazol-2-one). RXN SMILES: [N:1]1([C@H:7]2[CH2:12][CH2:11][C@H:10]([N:13]3[C:17]4[CH:18]=[CH:19][CH:20]=[CH:21][C:16]=4[NH:15][C:14]3=[O:22])[CH2:9][CH2:8]2)[CH2:6][CH2:5][NH:4][CH2:3][CH2:2]1.[N:23]1[CH:28]=[CH:27][CH:26]=[C:25]([CH:29]=O)[CH:24]=1.C(O[BH-](OC(=O)C)OC(=O)C)(=O)C.[Na+].C([O-])(O)=O.[Na+]>ClCCl.C(O)(=O)C.ClCCCl>[N:23]1[CH:28]=[CH:27][CH:26]=[C:25]([CH2:29][N:4]2[CH2:3][CH2:2][N:1]([C@H:7]3[CH2:12][CH2:11][C@H:10]([N:13]4[C:17]5[CH:18]=[CH:19][CH:20]=[CH:21][C:16]=5[NH:15][C:14]4=[O:22])[CH2:9][CH2:8]3)[CH2:6][CH2:5]2)[CH:24]=1 |f:2.3,4.5|. Run at time 1 hour. The solvent is CO (methanol), O (water), O1CCCC1 (tetrahydrofuran). Procedure details: To a stirred suspension of 7.3 g (30.0 mmol) of methylguanidine sulfate in tetrahydrofuran (80 ml) is added 4.8 g (60.0 mmol) of 50% w/w sodium hydroxide in water with continued stirring for one hour. Anhydrous sodium sulfate (10.0 g) is added and the mixture stirred an additional hour after which 6.6 g (30.0 mmol) of 2,6-diethyl-4-nitrophenylisocyanate is added and the resulting mixture stirred at room temperature over-night. The tetrahydrofuran is removed under vacuum and the residue partition... Reactants: [OH-].[Na+] (sodium hydroxide), C(C)C1=C(C(=CC(=C1)[N+](=O)[O-])CC)N=C=O (2,6-diethyl-4-nitrophenylisocyanate), S(=O)(=O)(O)O.CNC(=N)N (methylguanidine sulfate), Cl.CO (HCl MeOH), S(=O)(=O)([O-])[O-].[Na+].[Na+] (sodium sulfate). As a reaction SMILES: S(O)(O)(=O)=O.[CH3:6][NH:7][C:8]([NH2:10])=[NH:9].[OH-].[Na+].S([O-])([O-])(=O)=O.[Na+].[Na+].[CH2:20]([C:22]1[CH:27]=[C:26]([N+:28]([O-:30])=[O:29])[CH:25]=[C:24]([CH2:31][CH3:32])[C:23]=1[N:33]=[C:34]=[O:35])[CH3:21].[ClH:36].CO>O1CCCC1.O.CO>[ClH:36].[CH2:20]([C:22]1[CH:27]=[C:26]([N+:28]([O-:30])=[O:29])[CH:25]=[C:24]([CH2:31][CH3:32])[C:23]=1[NH:33][C:34]([NH:10][C:8](=[NH:9])[NH:7][CH3:6])=[O:35])[CH3:21] |f:0.1,2.3,4.5.6,8.9,13.14|. Yields the product Cl.C(C)C1=C(C(=CC(=C1)[N+](=O)[O-])CC)NC(=O)NC(NC)=N (1-(2,6-diethyl-4-nitrophenyl)-3-methylamidinourea hydrochloride). Starting materials: O(C1=CC=CC=C1)C=1C=C(C=CC1)C(CC)O (1-(3-phenoxyphenyl)propan-1-ol), C(C)OCC (ethyl ether), [Cr](=O)(=O)(O)O (chromic acid), C(C)OCC (ethyl ether), C([O-])([O-])=O.[Na+].[Na+] (sodium carbonate). Solvent: O (water). Reaction conditions: time 2 hour. Yields the product O(C1=CC=CC=C1)C=1C=C(C=CC1)C(CC)=O (1-(3-phenoxyphenyl)-propan-1-one). Reaction SMILES: [O:1]([C:8]1[CH:9]=[C:10]([CH:14]([OH:17])[CH2:15][CH3:16])[CH:11]=[CH:12][CH:13]=1)[C:2]1[CH:7]=[CH:6][CH:5]=[CH:4][CH:3]=1.C(OCC)C.[Cr](O)(O)(=O)=O.C(=O)([O-])[O-].[Na+].[Na+]>O>[O:1]([C:8]1[CH:9]=[C:10]([C:14](=[O:17])[CH2:15][CH3:16])[CH:11]=[CH:12][CH:13]=1)[C:2]1[CH:3]=[CH:4][CH:5]=[CH:6][CH:7]=1 |f:3.4.5|. Procedure: A solution of 35 g of 1-(3-phenoxyphenyl)propan-1-ol and 50 ml of ethyl ether is treated with 1.1 equivalants of chromic acid, which is added dropwise over a 30 minute period. The reaction mixture is allowed to warm to 20°-25° C. and stirred for about 2 hours. Then the reaction mixture is added to a mixture of 25 ml of ethyl ether and 50 ml of water, and sodium carbonate is slowly added to neutralize the acid. The phases are separated and the aqueous phase is reextracted twice with ethyl ether. ...